From a dataset of the Open Reaction Database (ORD), a public repository of structured organic reaction records. describe an organic reaction: reactants, conditions, products, and yield The reactants are C(CCC)OC(=O)C1(OC(=CCC1)C)C (3,4-dihydro-2,6-dimethyl-2H-pyran-2-carboxylic acid butyl ester), [H-].[Al+3].[Li+].[H-].[H-].[H-] (lithium aluminum hydride). Run in O1CCCC1 (tetrahydrofuran). Reaction conditions: time 3.5 hour. The product is CC1(OC(=CCC1)C)CO (3,4-Dihydro-2,6-dimethyl-2H-pyran-2-methanol). Yield: 77.5%. As a reaction SMILES: C([O:5][C:6]([C:8]1([CH3:15])[CH2:13][CH2:12][CH:11]=[C:10]([CH3:14])[O:9]1)=O)CCC.[H-].[Al+3].[Li+].[H-].[H-].[H-]>O1CCCC1>[CH3:15][C:8]1([CH2:6][OH:5])[CH2:13][CH2:12][CH:11]=[C:10]([CH3:14])[O:9]1 |f:1.2.3.4.5.6|. Procedure details: A mixture of 3,4-dihydro-2,6-dimethyl-2H-pyran-2-carboxylic acid butyl ester (23.7 g) and lithium aluminum hydride (4.2 g) in 160 ml tetrahydrofuran was heated briefly to reflux and then allowed to cool. After 3.5 hours, excess hydride was destroyed by addition of ethyl acetate (70 ml). Volatile solvents were then stripped, and the residue was treated with 100 ml 15% aqueous sodium hydroxide and extracted with ether. The organic phase was dried over potassium carbonate and distilled to afford 12... Starting materials: OC1(CCCC1)C(C=1NC=CN1)C1=CC=C(C#N)C=C1 (4-[1-hydroxycyclopent-1-yl-1-(imidazolyl)methyl]benzonitrile). Run in S(=O)(Cl)Cl (thionyl chloride). Product: C1(CCCC1)=C(C=1NC=CN1)C1=CC=C(C#N)C=C1 (4-[1-cyclopentylidene-1(imidazolyl)methyl]benzonitrile). Yield: 48.2%. RXN SMILES: O[C:2]1([CH:7]([C:13]2[CH:20]=[CH:19][C:16]([C:17]#[N:18])=[CH:15][CH:14]=2)[C:8]2[NH:9][CH:10]=[CH:11][N:12]=2)[CH2:6][CH2:5][CH2:4][CH2:3]1>S(Cl)(Cl)=O>[C:2]1(=[C:7]([C:13]2[CH:20]=[CH:19][C:16]([C:17]#[N:18])=[CH:15][CH:14]=2)[C:8]2[NH:9][CH:10]=[CH:11][N:12]=2)[CH2:3][CH2:4][CH2:5][CH2:6]1. Procedure details: 6.9 g of crude 4-[1-hydroxycyclopent-1-yl-1-(imidazolyl)methyl]benzonitrile is refluxed in 82 ml of thionyl chloride to 0.5 hour. Then the mixture is concentrated to dryness under vacuum, combined with 2N sodium hydroxide solution, extracted with dichloromethane, dried over sodium sulfate, concentrated to dryness under vacuum, and chromatographed on silica gel with hexane/ethyl acetate, thus producing 3.1 g of 4-[1-cyclopentylidene-1(imidazolyl)methyl]benzonitrile as the free base, mp 108°-110°. The reactants are NC=1C=CC(=C(C1)[C@]1(N=C(COCC1(F)F)N)C)F ((R)-5-(5-amino-2-fluorophenyl)-6,6-difluoro-5-methyl-2,5,6,7-tetrahydro-1,4-oxazepin-3-amine), CSC=1N=CC(=NC1)C(=O)O (5-methylsulfanyl-pyrazine-2-carboxylic acid). Yields the product C(=O)O.NC=1COCC([C@@](N1)(C)C=1C=C(C=CC1F)NC(=O)C1=NC=C(N=C1)SC)(F)F ((R)—N-(3-(3-Amino-6,6-difluoro-5-methyl-2,5,6,7-tetrahydro-1,4-oxazepin-5-yl)-4-fluorophenyl)-5-(methylthio)pyrazine-2-carboxamide formate). As a reaction SMILES: [NH2:1][C:2]1[CH:3]=[CH:4][C:5]([F:19])=[C:6]([C@:8]2([CH3:18])[C:14]([F:16])([F:15])[CH2:13][O:12][CH2:11][C:10]([NH2:17])=[N:9]2)[CH:7]=1.[CH3:20][S:21][C:22]1[N:23]=[CH:24][C:25]([C:28]([OH:30])=[O:29])=[N:26][CH:27]=1>>[CH:28]([OH:30])=[O:29].[NH2:17][C:10]1[CH2:11][O:12][CH2:13][C:14]([F:15])([F:16])[C@:8]([C:6]2[CH:7]=[C:2]([NH:1][C:28]([C:25]3[CH:24]=[N:23][C:22]([S:21][CH3:20])=[CH:27][N:26]=3)=[O:29])[CH:3]=[CH:4][C:5]=2[F:19])([CH3:18])[N:9]=1 |f:2.3|. Procedure details: The coupling of (R)-5-(5-amino-2-fluorophenyl)-6,6-difluoro-5-methyl-2,5,6,7-tetrahydro-1,4-oxazepin-3-amine (intermediate A9B) and 5-methylsulfanyl-pyrazine-2-carboxylic acid (prepared according to Suzuki, Y. et al., Int. Patent Application Publ. No. WO2009091016) yielded the title compound as an off-white solid. MS (ISP): m/z=426.1 [M+H]+. The reactants are NC1(CC(CCC1)(C)C)C(=O)OCC (ethyl 1-amino-3,3-dimethylcyclohexanecarboxylate), BrCCOCCBr (1-bromo-2-(2-bromoethoxy)ethane), C(=O)([O-])[O-].[K+].[K+] (K2CO3). The solvent is CN(C=O)C (N,N-dimethylformamide), O (water). Run at temperature 95 celsius. The product is CC1(CC(CCC1)(C(=O)OCC)N1CCOCC1)C (ethyl 3,3-dimethyl-1-morpholinocyclohexanecarboxylate). RXN SMILES: [NH2:1][C:2]1([C:10]([O:12][CH2:13][CH3:14])=[O:11])[CH2:7][CH2:6][CH2:5][C:4]([CH3:9])([CH3:8])[CH2:3]1.Br[CH2:16][CH2:17][O:18][CH2:19][CH2:20]Br.C([O-])([O-])=O.[K+].[K+]>CN(C)C=O.O>[CH3:9][C:4]1([CH3:8])[CH2:5][CH2:6][CH2:7][C:2]([N:1]2[CH2:20][CH2:19][O:18][CH2:17][CH2:16]2)([C:10]([O:12][CH2:13][CH3:14])=[O:11])[CH2:3]1 |f:2.3.4|. Procedure details: To a solution of EXAMPLE 145C (3.5 g) in N,N-dimethylformamide (30 mL) was added 1-bromo-2-(2-bromoethoxy)ethane (5.8 g) and K2CO3 (6.5 g). The reaction mixture was heated to 95° C. for 18 hours. The mixture was cooled to room temperature, diluted with water, and extracted with methylene chloride (3×50 mL). The combined organic layers were washed with saturated NaCl solution (1×25 mL), dried over Na2SO4, filtered, and concentrated. The residue was purified by silica gel chromatography, eluting w... The reactants are COC(=O)CCn1c(Br)c(C2CCCCC2)c2ccc(C(=O)OC)cc21, O=C([O-])[O-], CC(C)(C)OC(=O)Nc1ccccc1B1OC(C)(C)C(C)(C)O1, [Na+], [Na+], C1COCCO1, Cl[Pd]Cl, c1ccc(P(c2ccccc2)c2ccccc2)cc1, c1ccc(P(c2ccccc2)c2ccccc2)cc1. The product is COC(=O)CCn1c(-c2ccccc2NC(=O)OC(C)(C)C)c(C2CCCCC2)c2ccc(C(=O)OC)cc21. Reaction SMILES: [Br:1][c:2]1[n:3]([CH2:21][CH2:22][C:23](=[O:24])[O:25][CH3:26])[c:4]2[cH:5][c:6]([C:17](=[O:18])[O:19][CH3:20])[cH:7][cH:8][c:9]2[c:10]1[CH:11]1[CH2:12][CH2:13][CH2:14][CH2:15][CH2:16]1.[C:27](=[O:28])([O-:29])[O-:30].[CH3:33][C:34]1([CH3:35])[C:36]([CH3:37])([CH3:38])[O:39][B:40]([c:41]2[c:42]([NH:47][C:48]([O:49][C:50]([CH3:51])([CH3:52])[CH3:53])=[O:54])[cH:43][cH:44][cH:45][cH:46]2)[O:55]1.[Na+:31].[Na+:32].[O:56]1[CH2:57][CH2:58][O:59][CH2:60][CH2:61]1.[Pd:62]([Cl:63])[Cl:64].[c:65]1([P:66]([c:67]2[cH:68][cH:69][cH:70][cH:71][cH:72]2)[c:73]2[cH:74][cH:75][cH:76][cH:77][cH:78]2)[cH:79][cH:80][cH:81][cH:82][cH:83]1.[c:84]1([P:85]([c:86]2[cH:87][cH:88][cH:89][cH:90][cH:91]2)[c:92]2[cH:93][cH:94][cH:95][cH:96][cH:97]2)[cH:98][cH:99][cH:100][cH:101][cH:102]1>>[c:2]1(-[c:41]2[c:42]([NH:47][C:48]([O:49][C:50]([CH3:51])([CH3:52])[CH3:53])=[O:54])[cH:43][cH:44][cH:45][cH:46]2)[n:3]([CH2:21][CH2:22][C:23](=[O:24])[O:25][CH3:26])[c:4]2[cH:5][c:6]([C:17](=[O:18])[O:19][CH3:20])[cH:7][cH:8][c:9]2[c:10]1[CH:11]1[CH2:12][CH2:13][CH2:14][CH2:15][CH2:16]1. Starting materials: O (water), N1C=CC=C1 (pyrrole), ammonium salt, C([C@@H](O)[C@@H](O)[C@H](O)[C@H](O)CO)O (mannitol), S(N)(O)(=O)=O (sulfamic acid). Solvent: CN(C=O)C (dimethylformamide). Product: [NH4+].S(=O)(=O)([O-])[O-].S(=O)(=O)([O-])[O-].S(=O)(=O)([O-])[O-].S(=O)(=O)([O-])[O-].S(=O)(=O)([O-])[O-].S(=O)(=O)([O-])[O-].[NH4+].[NH4+].[NH4+].[NH4+].[NH4+].[NH4+].[NH4+].[NH4+].[NH4+].[NH4+].[NH4+] (hexasulfate ammonium salt). RXN SMILES: C(O)[C@H]([C@H]([C@@H]([C@@H](CO)O)O)O)[OH:3].[S:13](=[O:17])(=[O:16])([OH:15])[NH2:14].[NH:18]1C=CC=C1.[OH2:23]>CN(C)C=O>[NH4+:14].[S:13]([O-:15])([O-:23])(=[O:17])=[O:16].[S:13]([O-:15])([O-:3])(=[O:17])=[O:16].[S:13]([O-:15])([O-:23])(=[O:17])=[O:16].[S:13]([O-:15])([O-:23])(=[O:17])=[O:16].[S:13]([O-:15])([O-:23])(=[O:17])=[O:16].[S:13]([O-:15])([O-:23])(=[O:17])=[O:16].[NH4+:18].[NH4+:14].[NH4+:14].[NH4+:14].[NH4+:14].[NH4+:14].[NH4+:14].[NH4+:14].[NH4+:14].[NH4+:14].[NH4+:14] |f:5.6.7.8.9.10.11.12.13.14.15.16.17.18.19.20.21.22|. Procedure: Mannityl hexasulfate ammonium salt is prepared from mannitol and sulfamic acid in dimethylformamide. A mixture of 5 grams of pyrrole and 1 gram of this ammonium salt is dissolved in 200 ml. of water. Utilizing the apparatus described in Example 7, the polymerization is carried out at a current of about 0.4 amperes over a period of 20 minutes. The product is a black electronically conducting film which is shiny on the substrate side and rough on the solution side. Starting materials: C(C)(=O)OC(C)=O (Acetic anhydride), BrC=1C=C(N)C=CC1OC (3-bromo-4methoxyaniline), CO (methanol). Solvent: ClCCl (dichloromethane). Conditions: time 90 minute. The product is BrC=1C=C(C=CC1OC)NC(C)=O (N-(3-Bromo-4-methoxyphenyl)acetamide). Yield: 87.5%. As a reaction SMILES: [C:1](OC(=O)C)(=[O:3])[CH3:2].[Br:8][C:9]1[CH:10]=[C:11]([CH:13]=[CH:14][C:15]=1[O:16][CH3:17])[NH2:12].CO>ClCCl>[Br:8][C:9]1[CH:10]=[C:11]([NH:12][C:1](=[O:3])[CH3:2])[CH:13]=[CH:14][C:15]=1[O:16][CH3:17]. Reported procedure: Acetic anhydride (3.11 ml, 3.37 g, 33 mmol) was added dropwise to a stirred, cooled (0° C.) solution of 3-bromo-4methoxyaniline (6.06 g, 30 mmol) in dichloromethane (60 ml). The mixture was stirred at room temperature for 90 minutes, methanol (10 ml) was added and the mixture was stirred at room temperature for 30 minutes. The solvent was evaporated under reduced pressure, saturated aqueous sodium hydrogen carbonate (100 ml) and water (50 ml) were added and the mixture was extracted with ethyl a... Starting materials: [N+](=O)([O-])C1=C2CC(CC2=CC=C1)C(=O)NC1=CC=C(C=C1)N1CCOCC1 (4-nitro-N-(4-morpholinophenyl)indan-2-carboxamide), S(=O)([O-])S(=O)[O-].[Na+].[Na+] (sodium dithionite). Solvent: CN(C=O)C (N,N-dimethylformamide), O (water). Run at temperature 90 celsius, time 3 hour. Product: NC1=C2CC(CC2=CC=C1)C(=O)NC1=CC=C(C=C1)N1CCOCC1 (4-Amino-N-(4-morpholinophenyl)indan-2-carboxamide). Isolated yield 34.2%. RXN SMILES: [N+:1]([C:4]1[CH:12]=[CH:11][CH:10]=[C:9]2[C:5]=1[CH2:6][CH:7]([C:13]([NH:15][C:16]1[CH:21]=[CH:20][C:19]([N:22]3[CH2:27][CH2:26][O:25][CH2:24][CH2:23]3)=[CH:18][CH:17]=1)=[O:14])[CH2:8]2)([O-])=O.S(S([O-])=O)([O-])=O.[Na+].[Na+]>CN(C)C=O.O>[NH2:1][C:4]1[CH:12]=[CH:11][CH:10]=[C:9]2[C:5]=1[CH2:6][CH:7]([C:13]([NH:15][C:16]1[CH:21]=[CH:20][C:19]([N:22]3[CH2:27][CH2:26][O:25][CH2:24][CH2:23]3)=[CH:18][CH:17]=1)=[O:14])[CH2:8]2 |f:1.2.3|. Procedure details: To a solution of the crude nitro compound (3.5 g) in N,N-dimethylformamide (25 mL) and water (3 mL) was added, in portions, sodium dithionite (7.0 g, 40 mmol). The mixture was stirred at 90° C. for 3 hours. The solvent was evaporated in vacuo and water (200 mL) was added. The mixture was made alkaline with 2 M sodium hydroxide and extracted with chloroform. The phases were separated and the organic phase was dried (Na2SO4), filtered and evaporated in vacuo to give 1.1 g of the crude product (GC ...